This data is from the Open Reaction Database (ORD), a public repository of structured organic reaction records. The task is: describe an organic reaction: reactants, conditions, products, and yield Run in O1CCCC1 (tetrahydrofuran). Reactants: lithium aluminium tri-t-butoxyhydride, C(C1=CC=CC=C1)(=O)C=1C(C=2C=CC=C3C=4C=CC=CC4N(C23)C1)=O (5-benzoyl-4H-pyrido[3,2,1-jk]carbazole-4-one), [Cl-].[NH4+] (ammonium chloride). Conditions: time 30 minute. The product is OC(C1=CC=CC=C1)C=1C(C=2C=CC=C3C=4C=CC=CC4N(C23)C1)=O (5-(-hydroxybenzyl)-4H-pyrido[3,2,1-jk]carbazole-4-one). Procedure: 5-benzoyl-4H-pyrido[3,2,1-jk]carbazole-4-one (80 mg) produced in Example 145 was dissolved in anhydrous tetrahydrofuran (80 ml), and lithium aluminium tri-t-butoxyhydride (76 mg) was added to the solution in an ice bath, and the mixture was stirred for 30 minutes. Saturated aqueous solution of ammonium chloride of an adequate amount was added to the reaction mixture, and the mixture was heated to room temperature, and extracted with ethyl acetate. The ethyl acetate layer was washed with saturate... Yield: 43.5%. Reaction SMILES: [C:1]([C:9]1[C:10](=[O:25])[C:11]2[CH:12]=[CH:13][CH:14]=[C:15]3[C:23]=2[N:22]([CH:24]=1)[C:21]1[CH:20]=[CH:19][CH:18]=[CH:17][C:16]3=1)(=[O:8])[C:2]1[CH:7]=[CH:6][CH:5]=[CH:4][CH:3]=1.[Cl-].[NH4+]>O1CCCC1>[OH:8][CH:1]([C:9]1[C:10](=[O:25])[C:11]2[CH:12]=[CH:13][CH:14]=[C:15]3[C:23]=2[N:22]([CH:24]=1)[C:21]1[CH:20]=[CH:19][CH:18]=[CH:17][C:16]3=1)[C:2]1[CH:3]=[CH:4][CH:5]=[CH:6][CH:7]=1 |f:1.2|. Starting materials: [H-].[Al+3].[Li+].[H-].[H-].[H-] (Lithium aluminum hydride), COC(C1=C(C=CC=C1)SC=1C2=C(SC1C)C=CC=C2)=O (2-(2-methyl-benzo[b]thiophen-3-ylsulfanyl)-benzoic acid methyl ester). Run in C1CCOC1 (THF). Run at time 16 hour. Product: CC1=C(C2=C(S1)C=CC=C2)SC2=C(C=CC=C2)CO ([2-(2-methyl-benzo[b]thiophen-3-ylsulfanyl)-phenyl]-methanol). As a reaction SMILES: [H-].[Al+3].[Li+].[H-].[H-].[H-].C[O:8][C:9](=O)[C:10]1[CH:15]=[CH:14][CH:13]=[CH:12][C:11]=1[S:16][C:17]1[C:18]2[CH:26]=[CH:25][CH:24]=[CH:23][C:19]=2[S:20][C:21]=1[CH3:22]>C1COCC1>[CH3:22][C:21]1[S:20][C:19]2[CH:23]=[CH:24][CH:25]=[CH:26][C:18]=2[C:17]=1[S:16][C:11]1[CH:12]=[CH:13][CH:14]=[CH:15][C:10]=1[CH2:9][OH:8] |f:0.1.2.3.4.5|. Reported procedure: Lithium aluminum hydride (250 mg, 6.6 mmol) is added to a solution of 2-(2-methyl-benzo[b]thiophen-3-ylsulfanyl)-benzoic acid methyl ester (651 mg, 2.07 mmol) in 10 mL dry THF at 0° C. The reaction mixture is stirred for 16 hours at room temperature. The reaction is quenched with 0.5 mL water. The reaction mixture is stirred for ½ hour and 0.25 mL 15% NaOH (aq) is added. The reaction mixture is stirred for 1 hour, then 1 mL water is added and stirring is continued for another hour. The mixture i... Reactants: CC1=C(NC2=NC=CC=C21)C2=CC=C(C=C2)C (3-methyl-2-(p-methylphenyl)-pyrrolo[2,3-b]pyridine), C(C(=O)C1=CC=CC=C1)Br (phenacyl bromide). Yields the product CC1=C(N=C2N(C=CC=C21)CC(=O)C2=CC=CC=C2)C2=CC=C(C=C2)C (3-Methyl-2-(p-methylphenyl)-7-phenacylpyrrolo[2,3-b]pyridine). As a reaction SMILES: [CH3:1][C:2]1[C:10]2[C:5](=[N:6][CH:7]=[CH:8][CH:9]=2)[NH:4][C:3]=1[C:11]1[CH:16]=[CH:15][C:14]([CH3:17])=[CH:13][CH:12]=1.[CH2:18](Br)[C:19]([C:21]1[CH:26]=[CH:25][CH:24]=[CH:23][CH:22]=1)=[O:20]>>[CH3:1][C:2]1[C:10]2[C:5]([N:6]([CH2:18][C:19]([C:21]3[CH:26]=[CH:25][CH:24]=[CH:23][CH:22]=3)=[O:20])[CH:7]=[CH:8][CH:9]=2)=[N:4][C:3]=1[C:11]1[CH:16]=[CH:15][C:14]([CH3:17])=[CH:13][CH:12]=1. Procedure details: The title compound was prepared from 3-methyl-2-(p-methylphenyl)-pyrrolo[2,3-b]pyridine and phenacyl bromide on a 3 mmol scale according to the procedure described in example 8 yielding 1.21 g (96%). Starting materials: CCO, CCOC(=O)C1CCN(CC2(C)Cc3c(C)c(N)c(C)c(C)c3O2)CC1, [Na+], [OH-]. The product is Cc1c(C)c2c(c(C)c1N)CC(C)(CN1CCC(C(=O)[O-])CC1)O2, [Na+]. RXN SMILES: [CH3:29][CH2:30][OH:31].[NH2:1][c:2]1[c:3]([CH3:26])[c:4]([CH3:25])[c:5]2[c:6]([c:23]1[CH3:24])[CH2:7][C:8]([CH3:10])([CH2:11][N:12]1[CH2:13][CH2:14][CH:15]([C:18](=[O:19])[O:20][CH2:21][CH3:22])[CH2:16][CH2:17]1)[O:9]2.[Na+:28].[OH-:27]>>[NH2:1][c:2]1[c:3]([CH3:26])[c:4]([CH3:25])[c:5]2[c:6]([c:23]1[CH3:24])[CH2:7][C:8]([CH3:10])([CH2:11][N:12]1[CH2:13][CH2:14][CH:15]([C:18](=[O:19])[O-:20])[CH2:16][CH2:17]1)[O:9]2.[Na+:28]. Reactants: C12CCCC(CCC1)B2 (9-borabicyclo[3.3.1]nonane), C(C1=CC=CC=C1)O[C@H]1[C@@H](O[C@@H]([C@H]([C@@H]1OCC1=CC=CC=C1)OCC1=CC=CC=C1)COCC1=CC=CC=C1)C1=CC(=CC=C1)C=C ((1S)-1,5-anhydro-2,3,4,6-tetra-O-benzyl-1-(3-vinylphenyl)-D-glucitol), ClC1=C(C2=CC=CC=CC2=C1)C(=O)OC (Methyl 2-chloroazulene-1-carboxylate), aqueous solution, P(=O)([O-])([O-])[O-].[K+].[K+].[K+] (potassium phosphate). Reagents/catalysts: Cl[Pd]Cl.C1(=CC=CC=C1)P[C-]1C=CC=C1.[C-]1(C=CC=C1)PC1=CC=CC=C1.[Fe+2] (1,1′-diphenylphosphinoferrocene dichloropalladium (II)). Run in C1CCOC1 (THF), CN(C)C=O (DMF), O (water). Conditions: temperature 50 celsius, time 2 hour. The product is C(C1=CC=CC=C1)O[C@H]1[C@@H](O[C@@H]([C@H]([C@@H]1OCC1=CC=CC=C1)OCC1=CC=CC=C1)COCC1=CC=CC=C1)C=1C=C(C=CC1)CCC1=C(C2=CC=CC=CC2=C1)C(=O)OC (methyl 2-[2(3-[(2S,3S,4R,5R,6R)-3,4,5-tris(benzyloxy)-6-[(benzyloxy)methyl]tetrahydro-2H-pyran-2-yl]phenyl)ethyl]azulene-1-carboxylate). Yield: 68.2%. Reaction SMILES: C12BC(CCC1)CCC2.[CH2:10]([O:17][C@@H:18]1[C@@H:23]([O:24][CH2:25][C:26]2[CH:31]=[CH:30][CH:29]=[CH:28][CH:27]=2)[C@H:22]([O:32][CH2:33][C:34]2[CH:39]=[CH:38][CH:37]=[CH:36][CH:35]=2)[C@@H:21]([CH2:40][O:41][CH2:42][C:43]2[CH:48]=[CH:47][CH:46]=[CH:45][CH:44]=2)[O:20][C@H:19]1[C:49]1[CH:54]=[CH:53][CH:52]=[C:51]([CH:55]=[CH2:56])[CH:50]=1)[C:11]1[CH:16]=[CH:15][CH:14]=[CH:13][CH:12]=1.P([O-])([O-])([O-])=O.[K+].[K+].[K+].Cl[C:66]1[CH:75]=[C:74]2[C:68](=[CH:69][CH:70]=[CH:71][CH:72]=[CH:73]2)[C:67]=1[C:76]([O:78][CH3:79])=[O:77]>Cl[Pd]Cl.C1(P[C-]2C=CC=C2)C=CC=CC=1.[C-]1(PC2C=CC=CC=2)C=CC=C1.[Fe+2].O.CN(C=O)C.C1COCC1>[CH2:10]([O:17][C@@H:18]1[C@@H:23]([O:24][CH2:25][C:26]2[CH:31]=[CH:30][CH:29]=[CH:28][CH:27]=2)[C@H:22]([O:32][CH2:33][C:34]2[CH:39]=[CH:38][CH:37]=[CH:36][CH:35]=2)[C@@H:21]([CH2:40][O:41][CH2:42][C:43]2[CH:44]=[CH:45][CH:46]=[CH:47][CH:48]=2)[O:20][C@H:19]1[C:49]1[CH:50]=[C:51]([CH2:55][CH2:56][C:66]2[CH:75]=[C:74]3[C:68](=[CH:69][CH:70]=[CH:71][CH:72]=[CH:73]3)[C:67]=2[C:76]([O:78][CH3:79])=[O:77])[CH:52]=[CH:53][CH:54]=1)[C:11]1[CH:16]=[CH:15][CH:14]=[CH:13][CH:12]=1 |f:2.3.4.5,7.8.9.10|. Procedure: A THF solution (8.0 ml) of 9-borabicyclo[3.3.1]nonane was added to (1S)-1,5-anhydro-2,3,4,6-tetra-O-benzyl-1-(3-vinylphenyl)-D-glucitol (1.0 g) and the mixture was refluxed with heating for four hours. Next, a 3 M aqueous solution of potassium phosphate (1.3 ml) and DMF (12 ml) were added to the reaction mixture. Methyl 2-chloroazulene-1-carboxylate (0.35 g) and 1,1′-diphenylphosphinoferrocene dichloropalladium (II) (0.12 g) were further added to the mixture, followed by stirring at 50° C. for t...